This data is from the Open Reaction Database (ORD), a public repository of structured organic reaction records. The task is: describe an organic reaction: reactants, conditions, products, and yield The reactants are BrCc1ccc(-c2ccc(Br)cc2)cc1, O=C([O-])[O-], COC(=O)C(CS)NC(=O)OC(C)(C)C, CN(C)C=O, [Cs+], [Cs+], O. Yields the product COC(=O)C(CSCc1ccc(-c2ccc(Br)cc2)cc1)NC(=O)OC(C)(C)C. RXN SMILES: [Br:1][c:2]1[cH:3][cH:4][c:5](-[c:8]2[cH:9][cH:10][c:11]([CH2:14][Br:15])[cH:12][cH:13]2)[cH:6][cH:7]1.[C:31](=[O:32])([O-:33])[O-:34].[CH3:16][O:17][C:18]([CH:19]([NH:20][C:21](=[O:22])[O:23][C:24]([CH3:25])([CH3:26])[CH3:27])[CH2:28][SH:29])=[O:30].[CH3:37][N:38]([CH3:39])[CH:40]=[O:41].[Cs+:35].[Cs+:36].[OH2:42]>>[Br:1][c:2]1[cH:3][cH:4][c:5](-[c:8]2[cH:9][cH:10][c:11]([CH2:14][S:29][CH2:28][CH:19]([C:18]([O:17][CH3:16])=[O:30])[NH:20][C:21](=[O:22])[O:23][C:24]([CH3:25])([CH3:26])[CH3:27])[cH:12][cH:13]2)[cH:6][cH:7]1. The solvent is C(Cl)Cl (methylene chloride). Run at time 24 hour. The reactants are Cl.ClC=1N(N=C2C=CC=CC12)C1=CC=C(OCCNC)C=C1 ({2-[4-(3-Chloro-indazol-2-yl)-phenoxy]-ethyl}-methyl-amine hydrochloride), C(C=C)(=O)OC (methyl acrylate). Product: COC(CCN(C)CCOC1=CC=C(C=C1)N1N=C2C=CC=CC2=C1Cl)=O (3-({2-[4-(3-Chloro-indazol-2-yl)-phenoxy]-ethyl}-methyl-amino)-propionic acid methyl ester). As a reaction SMILES: Cl.[Cl:2][C:3]1[N:4]([C:12]2[CH:22]=[CH:21][C:15]([O:16][CH2:17][CH2:18][NH:19][CH3:20])=[CH:14][CH:13]=2)[N:5]=[C:6]2[C:11]=1[CH:10]=[CH:9][CH:8]=[CH:7]2.[C:23]([O:27][CH3:28])(=[O:26])[CH:24]=[CH2:25]>C(Cl)Cl>[CH3:28][O:27][C:23](=[O:26])[CH2:24][CH2:25][N:19]([CH2:18][CH2:17][O:16][C:15]1[CH:21]=[CH:22][C:12]([N:4]2[C:3]([Cl:2])=[C:11]3[C:6]([CH:7]=[CH:8][CH:9]=[CH:10]3)=[N:5]2)=[CH:13][CH:14]=1)[CH3:20] |f:0.1|. The yield is 95.5%. Procedure details: A mixture of the product from step 2 (0.1 g, 0.27 mmol), methyl acrylate (0.15 g, 1.7 mmol) in methylene chloride (2 mL) was stirred at room temperature for 24 h. After the inorganic salts were filtered off, the solvent was removed in vacuo. The crude product was purified by a column chromatography on silica gel eluting with 5% methanol in methylene chloride to afford the ester (100 mg, 60%) MS (APCI) m/z 388 (M+1, 100). Starting materials: BrCCCCCBr, CN(C)P(=O)(N(C)C)N(C)C, CCOC(C)=O, Cl, [H-], [Na+], C1COCCO1, O, O=C(Cc1ccccc1)OC1CCCCO1. Yields the product O=C(O)Cc1ccccc1. Reaction SMILES: [Br:17][CH2:18][CH2:19][CH2:20][CH2:21][CH2:22][Br:23].[CH3:27][N:28]([CH3:29])[P:30](=[O:31])([N:32]([CH3:33])[CH3:34])[N:35]([CH3:36])[CH3:37].[CH3:45][CH2:46][O:47][C:48](=[O:49])[CH3:50].[ClH:26].[H-:25].[Na+:24].[O:38]1[CH2:39][CH2:40][O:41][CH2:42][CH2:43]1.[OH2:44].[c:1]1([CH2:7][C:8](=[O:9])[O:10][CH:11]2[CH2:12][CH2:13][CH2:14][CH2:15][O:16]2)[cH:2][cH:3][cH:4][cH:5][cH:6]1>>[c:1]1([CH2:7][C:8](=[O:9])[OH:10])[cH:2][cH:3][cH:4][cH:5][cH:6]1. Starting materials: C(C)(=O)N1C(C(C2=CC(=C(C=C12)OC)OC)=C(C1=CC=CC=C1)OCC)=O (1-acetyl-3-(1-ethoxy-1-phenyl-methylidene)-5,6-dimethoxy-2-indolinone), CN(CCC1=CC=C(N)C=C1)C (4-(2-dimethylamino-ethyl)-aniline). The product is CN(CCC1=CC=C(N\C(\C2=CC=CC=C2)=C\2/C(NC3=CC(=C(C=C23)OC)OC)=O)C=C1)C (3-(Z)-{1-[4-(2-dimethylamino-ethyl)-anilino]-1-phenyl-methylidene}-5,6-dimethoxy-2-indolinone). As a reaction SMILES: C([N:4]1[C:12]2[C:7](=[CH:8][C:9]([O:15][CH3:16])=[C:10]([O:13][CH3:14])[CH:11]=2)[C:6](=[C:17](OCC)[C:18]2[CH:23]=[CH:22][CH:21]=[CH:20][CH:19]=2)[C:5]1=[O:27])(=O)C.[CH3:28][N:29]([CH3:39])[CH2:30][CH2:31][C:32]1[CH:38]=[CH:37][C:35]([NH2:36])=[CH:34][CH:33]=1>>[CH3:39][N:29]([CH3:28])[CH2:30][CH2:31][C:32]1[CH:33]=[CH:34][C:35]([NH:36]/[C:17](=[C:6]2\[C:5](=[O:27])[NH:4][C:12]3[C:7]\2=[CH:8][C:9]([O:15][CH3:16])=[C:10]([O:13][CH3:14])[CH:11]=3)/[C:18]2[CH:19]=[CH:20][CH:21]=[CH:22][CH:23]=2)=[CH:37][CH:38]=1. Procedure: Prepared from 1-acetyl-3-(1-ethoxy-1-phenyl-methylidene)-5,6-dimethoxy-2-indolinone and 4-(2-dimethylamino-ethyl)-aniline